This data is from the Open Reaction Database (ORD), a public repository of structured organic reaction records. The task is: describe an organic reaction: reactants, conditions, products, and yield The reactants are C(C)(=O)OC=1C2=NC(C(N=C2C=C(C1OCC)OCC)=O)=O (5-Acetoxy-6,7-diethoxy-2,3-quinoxalinedione), [OH-].[Na+] (Sodium hydroxide), Cl (HCl). Solvent: O (water). Yields the product OC=1C2=NC(C(N=C2C=C(C1OC)OC)=O)=O (5-Hydroxy-6,7-dimethoxy-2,3-quinoxalinedione). Isolated yield 91.0%. As a reaction SMILES: C([O:4][C:5]1[C:6]2[C:11]([CH:12]=[C:13]([O:18][CH2:19]C)[C:14]=1[O:15][CH2:16]C)=[N:10][C:9](=[O:21])[C:8](=[O:22])[N:7]=2)(=O)C.[OH-].[Na+].Cl>O>[OH:4][C:5]1[C:6]2[C:11]([CH:12]=[C:13]([O:18][CH3:19])[C:14]=1[O:15][CH3:16])=[N:10][C:9](=[O:21])[C:8](=[O:22])[N:7]=2 |f:1.2|. Procedure details: 5-Acetyloxy-6,7-dimethoxy-2,3-quinoxalinedione (47) (30 mg, 0.107 mmol) was added to a single-necked 15-mL flask. Sodium hydroxide aqueous solution (2 N, 1 mL) was added to the flask under nitrogen with stirring. The solution was then stirred at room temperature for 24 h. The solution was diluted with water (3 mL) and then acidified with HCl (4 N, 1 mL) to pH=2 to give a brown solid, which was collected by filtration and dried in vacuo, giving 23 mg (86%) of the title compound; mp 285-286° C. (d... Reactants: C1=CC=CC=2C(C3=C(C=CC21)C=CC=C3)=C3CCN(CC3)C(CNC(OCC)=O)=O (ethyl 2-[4-(5H-dibenzo[a,d][7]annulen-5-ylidene)-1-piperidinyl]-2-oxoethylcarbamate). The reagents and catalysts are [C].[Pd] (palladium carbon). Run in C(C)O (ethanol), [H][H] (hydrogen). Yields the product C1=CC=CC=2C(C3=C(CCC21)C=CC=C3)=C3CCN(CC3)C(CNC(OCC)=O)=O (Ethyl 2-[4-(10,11-dihydro-5H-dibenzo[a,d][7]annulen-5-ylidene)-1-piperidinyl]-2-oxoethylcarbamate). As a reaction SMILES: [CH:1]1[C:11]2[CH:10]=[CH:9][C:8]3[CH:12]=[CH:13][CH:14]=[CH:15][C:7]=3[C:6](=[C:16]3[CH2:21][CH2:20][N:19]([C:22](=[O:30])[CH2:23][NH:24][C:25](=[O:29])[O:26][CH2:27][CH3:28])[CH2:18][CH2:17]3)[C:5]=2[CH:4]=[CH:3][CH:2]=1>C(O)C.[H][H].[C].[Pd]>[CH:1]1[C:11]2[CH2:10][CH2:9][C:8]3[CH:12]=[CH:13][CH:14]=[CH:15][C:7]=3[C:6](=[C:16]3[CH2:17][CH2:18][N:19]([C:22](=[O:30])[CH2:23][NH:24][C:25](=[O:29])[O:26][CH2:27][CH3:28])[CH2:20][CH2:21]3)[C:5]=2[CH:4]=[CH:3][CH:2]=1 |f:3.4|. Procedure details: 100 mg of palladium carbon (10% w/v) was added to 105 mg (0.261 mmol) of ethyl 2-[4-(5H-dibenzo[a,d][7]annulen-5-ylidene)-1-piperidinyl]-2-oxoethylcarbamate in 3 ml of ethanol, and they were stirred at 3.6 MPa in hydrogen gas atmosphere overnight. After the filtration, the solvent was evaporated under reduced pressure to obtain the title compound. Starting materials: C1(=CC=CC=C1)C1CC(CCCC1)=O (3-phenylcycloheptanone), crude product, BrC1C(CCC(C1)C(C)C)=O (2-bromo-4-isopropyl-cyclohexanone). Product: BrC1C(CC(CCC1)C1=CC=CC=C1)=O (2-bromo-6-phenyl-cycloheptanone). RXN SMILES: [C:1]1([CH:7]2[CH2:13][CH2:12][CH2:11][CH2:10][C:9](=[O:14])[CH2:8]2)[CH:6]=[CH:5][CH:4]=[CH:3][CH:2]=1.[Br:15]C1CC(C(C)C)CCC1=O>>[Br:15][CH:10]1[CH2:11][CH2:12][CH2:13][CH:7]([C:1]2[CH:6]=[CH:5][CH:4]=[CH:3][CH:2]=2)[CH2:8][C:9]1=[O:14]. Procedure: The bromination of 3-phenylcycloheptanone takes place in a manner similar to that described above for the preparation of 2-bromo-4-isopropyl-cyclohexanone. The title compound is reacted as a crude product without further characterization. Reactants: CS(=O)(=O)OC(CO[C@@H]1CC[C@H](CC1)C=1OC2=C(C1)C=CC(=C2)OCC2CC2)C (2-({trans-4-[6-(cyclopropylmethoxy)-1-benzofuran-2-yl]cyclohexyl}oxy)-1-methylethyl methanesulfonate), [N-]=[N+]=[N-].[Na+] (sodium azide). Run in CN(C)C=O (DMF). Conditions: temperature 60 celsius, time 8 hour. Product: N(=[N+]=[N-])C(CO[C@@H]1CC[C@H](CC1)C=1OC2=C(C1)C=CC(=C2)OCC2CC2)C (2-[trans-4-(2-azidopropoxy)cyclohexyl]-6-(cyclopropylmethoxy)-1-benzofuran). Isolated yield 72.8%. Reaction SMILES: CS(O[CH:6]([CH3:29])[CH2:7][O:8][C@H:9]1[CH2:14][CH2:13][C@H:12]([C:15]2[O:16][C:17]3[CH:23]=[C:22]([O:24][CH2:25][CH:26]4[CH2:28][CH2:27]4)[CH:21]=[CH:20][C:18]=3[CH:19]=2)[CH2:11][CH2:10]1)(=O)=O.[N-:30]=[N+:31]=[N-:32].[Na+]>CN(C=O)C>[N:30]([CH:6]([CH3:29])[CH2:7][O:8][C@H:9]1[CH2:14][CH2:13][C@H:12]([C:15]2[O:16][C:17]3[CH:23]=[C:22]([O:24][CH2:25][CH:26]4[CH2:28][CH2:27]4)[CH:21]=[CH:20][C:18]=3[CH:19]=2)[CH2:11][CH2:10]1)=[N+:31]=[N-:32] |f:1.2|. Procedure details: A suspension of 2-({trans-4-[6-(cyclopropylmethoxy)-1-benzofuran-2-yl]cyclohexyl}oxy)-1-methylethyl methanesulfonate 624 mg) and sodium azide (480 mg) in DMF (5 mL) was stirred at 60° C. overnight. The reaction mixture was allowed to cool to room temperature, and extracted with ethyl acetate and water. The obtained organic layer was washed with saturated brine, dried over anhydrous magnesium sulfate, and concentrated under reduced pressure. The obtained residue was purified by silica gel chromat... Reactants: C1CCOC1, CN(C)C1CCNC1, CCN(C(C)C)C(C)C, O=C(Cl)c1ccc([N+](=O)[O-])cc1. Product: CN(C)C1CCN(C(=O)c2ccc([N+](=O)[O-])cc2)C1. Reaction SMILES: [CH2:30]1[O:31][CH2:32][CH2:33][CH2:34]1.[CH3:22][N:23]([CH:24]1[CH2:25][NH:26][CH2:27][CH2:28]1)[CH3:29].[CH:13]([N:14]([CH:15]([CH3:16])[CH3:17])[CH2:18][CH3:19])([CH3:20])[CH3:21].[N+:1](=[O:2])([O-:3])[c:4]1[cH:5][cH:6][c:7]([C:8](=[O:9])[Cl:10])[cH:11][cH:12]1>>[N+:1](=[O:2])([O-:3])[c:4]1[cH:5][cH:6][c:7]([C:8](=[O:9])[N:26]2[CH2:25][CH:24]([N:23]([CH3:22])[CH3:29])[CH2:28][CH2:27]2)[cH:11][cH:12]1. Reaction SMILES: [CH2:34]([CH:35]=[CH2:36])[NH2:37].[OH:1][CH:2]([C:3](=[O:4])[OH:5])[CH:6]([CH2:7][c:8]1[cH:9][cH:10][cH:11][cH:12][cH:13]1)[NH:14][C:15]([c:16]1[c:17](-[n:22]2[n:23][c:24](-[c:27]3[cH:28][cH:29][cH:30][cH:31][cH:32]3)[cH:25][cH:26]2)[n:18][cH:19][cH:20][cH:21]1)=[O:33]>>[OH:1][CH:2]([C:3](=[O:5])[NH:37][CH2:34][CH:35]=[CH2:36])[CH:6]([CH2:7][c:8]1[cH:9][cH:10][cH:11][cH:12][cH:13]1)[NH:14][C:15]([c:16]1[c:17](-[n:22]2[n:23][c:24](-[c:27]3[cH:28][cH:29][cH:30][cH:31][cH:32]3)[cH:25][cH:26]2)[n:18][cH:19][cH:20][cH:21]1)=[O:33]. Yields the product C=CCNC(=O)C(O)C(Cc1ccccc1)NC(=O)c1cccnc1-n1ccc(-c2ccccc2)n1. Starting materials: C=CCN, O=C(NC(Cc1ccccc1)C(O)C(=O)O)c1cccnc1-n1ccc(-c2ccccc2)n1.